Dataset: the Open Reaction Database (ORD), a public repository of structured organic reaction records. Task: describe an organic reaction: reactants, conditions, products, and yield Reactants: [BH4-], CO, O=[N+]([O-])c1ccc(CNc2ccccn2)cc1, [Na+], Br[Ni]Br. The product is Nc1ccc(CNc2ccccn2)cc1. RXN SMILES: [BH4-:1].[CH3:20][OH:21].[N+:3]([O-:4])(=[O:5])[c:6]1[cH:7][cH:8][c:9]([CH2:12][NH:13][c:14]2[n:15][cH:16][cH:17][cH:18][cH:19]2)[cH:10][cH:11]1.[Na+:2].[Ni:22]([Br:23])[Br:24]>>[NH2:3][c:6]1[cH:7][cH:8][c:9]([CH2:12][NH:13][c:14]2[n:15][cH:16][cH:17][cH:18][cH:19]2)[cH:10][cH:11]1.